This data is from the Open Reaction Database (ORD), a public repository of structured organic reaction records. The task is: describe an organic reaction: reactants, conditions, products, and yield The reactants are CC=1C=C(CC2CCC=3NC(=CC32)C(=O)OC)C=CC1C (methyl 4-(3,4-dimethylbenzyl)-1,4,5,6-tetrahydrocyclopenta[b]pyrrole-2-carboxylate), [OH-].[Li+] (lithium hydroxide), CO (methanol). Run in C1CCOC1 (THF). Product: CC=1C=C(CC2CCC=3NC(=CC32)C(=O)O)C=CC1C (4-(3,4-dimethylbenzyl)-1,4,5,6-tetrahydrocyclopenta[b]pyrrole-2-carboxylic acid). As a reaction SMILES: [CH3:1][C:2]1[CH:3]=[C:4]([CH:18]=[CH:19][C:20]=1[CH3:21])[CH2:5][CH:6]1[C:13]2[CH:12]=[C:11]([C:14]([O:16]C)=[O:15])[NH:10][C:9]=2[CH2:8][CH2:7]1.[OH-].[Li+].CO>C1COCC1>[CH3:1][C:2]1[CH:3]=[C:4]([CH:18]=[CH:19][C:20]=1[CH3:21])[CH2:5][CH:6]1[C:13]2[CH:12]=[C:11]([C:14]([OH:16])=[O:15])[NH:10][C:9]=2[CH2:8][CH2:7]1 |f:1.2|. Procedure: The title compound was synthesized from methyl 4-(3,4-dimethylbenzyl)-1,4,5,6-tetrahydrocyclopenta[b]pyrrole-2-carboxylate (0.050 g, 0.18 mmol) and lithium hydroxide (0.076 g, 1.8 mmol in 3 mL water), according to General Procedure 7. A 1:1 mixture of methanol (MeOH) and THF (6 mL) was used. The resulting product was purified by column chromatography (Isco CombiFlash) eluting with a gradient of 0-100% EtOAc/heptane) to afford the title compound: 27 mg, 56% yield. 1H NMR (400 MHz, METHANOL-d4) δ ... Starting materials: ClC1=CC=C(N=N1)C(C(=O)OCC)F (ethyl 2-(6-chloropyridazin-3-yl)-2-fluoroacetate), C[Si]([N-][Si](C)(C)C)(C)C.[Li+] (lithium hexamethyldisilazide), [B-](F)(F)(F)F.[B-](F)(F)(F)F.C1C[N+]2(CC[N+]1(CC2)CCl)F (Selectfluor), [NH4+].[Cl-] (NH4Cl). The solvent is C1CCOC1 (THF), CN(C)C=O (DMF). Reaction conditions: time 15 minute. The product is ClC1=CC=C(N=N1)C(C(=O)OCC)(F)F (ethyl 2-(6-chloropyridazin-3-yl)-2,2-difluoroacetate). Isolated yield 52.7%. RXN SMILES: [Cl:1][C:2]1[N:7]=[N:6][C:5]([CH:8]([F:14])[C:9]([O:11][CH2:12][CH3:13])=[O:10])=[CH:4][CH:3]=1.C[Si](C)(C)[N-][Si](C)(C)C.[Li+].[B-](F)(F)(F)[F:26].[B-](F)(F)(F)F.C1[N+]2(CCl)CC[N+](F)(CC2)C1.[NH4+].[Cl-]>C1COCC1.CN(C=O)C>[Cl:1][C:2]1[N:7]=[N:6][C:5]([C:8]([F:26])([F:14])[C:9]([O:11][CH2:12][CH3:13])=[O:10])=[CH:4][CH:3]=1 |f:1.2,3.4.5,6.7|. Procedure: To a solution of ethyl 2-(6-chloropyridazin-3-yl)-2-fluoroacetate (36.6 g, 167 mmol) in anhydrous THF (500 mL) was added lithium hexamethyldisilazide (201 ml, 201 mmol) drop-wise at −78° C. After 15 minutes, a solution of Selectfluor (71.2 g, 201 mmol) in DMF (183 mL) was added drop-wise. Upon complete addition, the reaction was allowed to warm to ambient temperature over a 30 min period. Saturated NH4Cl (70 mL) was then added, and THF was removed via rotary evaporation. The resulting residue wa... The product is C(C1=CC=CC=C1)OC1OC(CC1NC(=O)CN1N(C(CCC(C1=O)NC(C1=CC(=C(C(=C1)Cl)O)Cl)=O)=O)CCC)=O (N-{2-[(2-Benzyloxy-5-oxo-tetrahydro-furan-3-ylcarbamoyl)-methyl]-3,7-dioxo-1-propyl-[1,2]diazepan-4-yl}-3,5-dichloro-4-hydroxy-benzamide). RXN SMILES: C([O:4][C:5]1[C:43]([Cl:44])=[CH:42][C:8]([C:9]([NH:11][CH:12]2[CH2:18][CH2:17][C:16](=[O:19])[N:15]([CH2:20][CH2:21][CH3:22])[N:14]([CH2:23][C:24](=[O:40])[NH:25][CH:26]3[CH2:30][C:29](=[O:31])[O:28][CH:27]3[O:32][CH2:33][C:34]3[CH:39]=[CH:38][CH:37]=[CH:36][CH:35]=3)[C:13]2=[O:41])=[O:10])=[CH:7][C:6]=1[Cl:45])C=C.CC1C2C(=CC=CC=2)C(C)=C2C=1C=CC1C2=CC=CC=1>ClCCl.C1C=CC([P]([Pd]([P](C2C=CC=CC=2)(C2C=CC=CC=2)C2C=CC=CC=2)([P](C2C=CC=CC=2)(C2C=CC=CC=2)C2C=CC=CC=2)[P](C2C=CC=CC=2)(C2C=CC=CC=2)C2C=CC=CC=2)(C2C=CC=CC=2)C2C=CC=CC=2)=CC=1>[CH2:33]([O:32][CH:27]1[CH:26]([NH:25][C:24]([CH2:23][N:14]2[C:13](=[O:41])[CH:12]([NH:11][C:9](=[O:10])[C:8]3[CH:42]=[C:43]([Cl:44])[C:5]([OH:4])=[C:6]([Cl:45])[CH:7]=3)[CH2:18][CH2:17][C:16](=[O:19])[N:15]2[CH2:20][CH2:21][CH3:22])=[O:40])[CH2:30][C:29](=[O:31])[O:28]1)[C:34]1[CH:35]=[CH:36][CH:37]=[CH:38][CH:39]=1 |^1:72,74,93,112|. Reactants: C(C=C)OC1=C(C=C(C(=O)NC2C(N(N(C(CC2)=O)CCC)CC(NC2C(OC(C2)=O)OCC2=CC=CC=C2)=O)=O)C=C1Cl)Cl (4-Allyloxy-N-{2-[(2-benzyloxy-5-oxo-tetrahydro-furan-3-ylcarbamoyl)-methyl]-3,7-dioxo-1-propyl-[1,2]diazepan-4-yl}-3,5-dichloro-benzamide), CC1=C2C=CC3=CC=CC=C3C2=C(C4=CC=CC=C14)C (DMBA). Reagents/catalysts: C=1C=CC(=CC1)[P](C=2C=CC=CC2)(C=3C=CC=CC3)[Pd]([P](C=4C=CC=CC4)(C=5C=CC=CC5)C=6C=CC=CC6)([P](C=7C=CC=CC7)(C=8C=CC=CC8)C=9C=CC=CC9)[P](C=1C=CC=CC1)(C=1C=CC=CC1)C=1C=CC=CC1 (Pd(PPh3)4). Conditions: time 7 hour. Isolated yield 18.0%. Reported procedure: To a solution of 4-allyloxy-N-{2-[(2-benzyloxy-5-oxo-tetrahydro-furan-3-ylcarbamoyl)-methyl]-3,7-dioxo-1-propyl-[1,2]diazepan-4-yl}-3,5-dichloro-benzamide (10c, diastereomers) (103 mg, 0.16 mmol) in dichloromethane (15 mL) was added DMBA followed by Pd(PPh3)4 (30 mg, 0.026 mmol), stirred at room temperature for 7 hours. The reaction mixture was washed with water, dried over anhydrous Na2SO4, filtered and purified by flash chromatography using dichloromethane/methanol (99.5/0.5 to 97/3) to afford... The solvent is ClCCl (dichloromethane). Reactants: ClC1=CC(=CC=C1)C(=O)OO (m-chloroperbenzoic acid), ClC1=CC(=CC=C1)C(=O)OO (m-chloroperbenzoic acid), O(C1=CC=CC=C1)CC(=O)NC1[C@@H]2N(C(=C(CS2=O)C)C(=O)OCC(Cl)(Cl)Cl)C1=O (2,2,2-trichloroethyl 7-phenoxyacetamido-1-oxo-3-methyl-3-cephem-4-carboxylate), COP(OC)OC (Trimethylphosphite), starch iodide. The reagents and catalysts are O.O.O.[Ru](Cl)(Cl)Cl (ruthenium trichloride trihydrate). Run in CC(=O)C (acetone), C(C)(=O)OCC (ethyl acetate), CC(=O)C (acetone). Reaction conditions: time 4 hour. Yields the product O(C1=CC=CC=C1)CC(=O)NC1[C@@H]2N(C(=C(CS2(=O)=O)C)C(=O)OCC(Cl)(Cl)Cl)C1=O (2,2,2-trichloroethyl 7-phenoxyacetamido-1,1-dioxo-3-methyl-3-cephem-4-carboxylate). The yield is 57.0%. RXN SMILES: ClC1C=CC=C(C(OO)=[O:9])C=1.[O:12]([CH2:19][C:20]([NH:22][CH:23]1[C:40](=[O:41])[N:25]2[C:26]([C:32]([O:34][CH2:35][C:36]([Cl:39])([Cl:38])[Cl:37])=[O:33])=[C:27]([CH3:31])[CH2:28][S:29](=[O:30])[C@H:24]12)=[O:21])[C:13]1[CH:18]=[CH:17][CH:16]=[CH:15][CH:14]=1.COP(OC)OC>CC(C)=O.C(OCC)(=O)C.O.O.O.[Ru](Cl)(Cl)Cl>[O:12]([CH2:19][C:20]([NH:22][CH:23]1[C:40](=[O:41])[N:25]2[C:26]([C:32]([O:34][CH2:35][C:36]([Cl:38])([Cl:39])[Cl:37])=[O:33])=[C:27]([CH3:31])[CH2:28][S:29](=[O:9])(=[O:30])[C@H:24]12)=[O:21])[C:13]1[CH:14]=[CH:15][CH:16]=[CH:17][CH:18]=1 |f:5.6.7.8|. Procedure details: A solution of 0.026 g (0.1 mM) of ruthenium trichloride trihydrate in 25 ml of acetone containing 0.5 mM of m-chloroperbenzoic acid was stirred for 10 minutes at 0° to -10° C. under a nitrogen atmosphere. To the stirred reaction mixture were added 4.94 g (10 mM) of 2,2,2-trichloroethyl 7-phenoxyacetamido-1-oxo-3-methyl-3-cephem-4-carboxylate in one portion, followed by the portion-wise addition over ten minutes of a solution of 8.0 g (40 mM) of m-chloroperbenzoic acid in 40 ml of acetone. Follow... Yields the product Cc1csc(Nc2cc(O)ccn2)n1. As a reaction SMILES: [CH2:1]([c:2]1[cH:3][cH:4][cH:5][cH:6][cH:7]1)[O:8][c:9]1[cH:10][c:11]([NH:15][c:16]2[s:17][cH:18][c:19]([CH3:21])[n:20]2)[n:12][cH:13][cH:14]1.[ClH:22]>>[OH:8][c:9]1[cH:10][c:11]([NH:15][c:16]2[s:17][cH:18][c:19]([CH3:21])[n:20]2)[n:12][cH:13][cH:14]1. Starting materials: Cc1csc(Nc2cc(OCc3ccccc3)ccn2)n1, Cl. Reactants: C1(CCCCC1)CC(=O)N[C@H](C(=O)N1C[C@@]2(CN(C(O2)=O)C2=CC=CC=C2)C[C@H]1C(=O)O)C(C)(C)C ((5R,8S)-7-((S)-2-(2-cyclohexylacetamido)-3,3-dimethylbutanoyl)-2-oxo-3-phenyl-1-oxa-3,7-diazaspiro[4.4]nonane-8-carboxylic acid), N[C@H](C(C(=O)NC1CC1)O)CCC ((3S)-3-amino-N-cyclopropyl-2-hydroxyhexanamide). Yields the product C1(CCCCC1)CC(=O)N[C@H](C(=O)N1C[C@@]2(CN(C(O2)=O)C2=CC=CC=C2)C[C@H]1C(=O)N[C@H](C(C(=O)NC1CC1)O)CCC)C(C)(C)C ((5R,8S)-7-((S)-2-(2-cyclohexylacetamido)-3,3-dimethylbutanoyl)-N-((3S)-1-(cyclopropylamino)-2-hydroxy-1-oxohexan-3-yl)-2-oxo-3-phenyl-1-oxa-3,7-diazaspiro[4.4]nonane-8-carboxamide). Isolated yield 30.6%. Reaction SMILES: [CH:1]1([CH2:7][C:8]([NH:10][C@@H:11]([C:33]([CH3:36])([CH3:35])[CH3:34])[C:12]([N:14]2[C@H:29]([C:30]([OH:32])=O)[CH2:28][C@@:16]3([O:20][C:19](=[O:21])[N:18]([C:22]4[CH:27]=[CH:26][CH:25]=[CH:24][CH:23]=4)[CH2:17]3)[CH2:15]2)=[O:13])=[O:9])[CH2:6][CH2:5][CH2:4][CH2:3][CH2:2]1.[NH2:37][C@@H:38]([CH2:47][CH2:48][CH3:49])[CH:39]([OH:46])[C:40]([NH:42][CH:43]1[CH2:45][CH2:44]1)=[O:41]>>[CH:1]1([CH2:7][C:8]([NH:10][C@@H:11]([C:33]([CH3:35])([CH3:36])[CH3:34])[C:12]([N:14]2[C@H:29]([C:30]([NH:37][C@@H:38]([CH2:47][CH2:48][CH3:49])[CH:39]([OH:46])[C:40]([NH:42][CH:43]3[CH2:44][CH2:45]3)=[O:41])=[O:32])[CH2:28][C@@:16]3([O:20][C:19](=[O:21])[N:18]([C:22]4[CH:27]=[CH:26][CH:25]=[CH:24][CH:23]=4)[CH2:17]3)[CH2:15]2)=[O:13])=[O:9])[CH2:2][CH2:3][CH2:4][CH2:5][CH2:6]1. Reported procedure: Following the same procedure as Example 1 step 9 using (5R,8S)-7-((S)-2-(2-cyclohexylacetamido)-3,3-dimethylbutanoyl)-2-oxo-3-phenyl-1-oxa-3,7-diazaspiro[4.4]nonane-8-carboxylic acid (49 mg, 98 μmol) and (3S)-3-amino-N-cyclopropyl-2-hydroxyhexanamide (31 mg, 137 μmol, 1.4 eq.) gave 20 mg (30 μmol) of (5R,8S)-7-((S)-2-(2-cyclohexylacetamido)-3,3-dimethylbutanoyl)-N-((3S)-1-(cyclopropylamino)-2-hydroxy-1-oxohexan-3-yl)-2-oxo-3-phenyl-1-oxa-3,7-diazaspiro[4.4]nonane-8-carboxamide (G2). LC MS+/−: 66...